This data is from the Open Reaction Database (ORD), a public repository of structured organic reaction records. The task is: describe an organic reaction: reactants, conditions, products, and yield Reactants: N(C(=N)N)C=1SC(=CN1)C(=O)NC1=CC=C(OCC(=O)OCC)C=C1 (ethyl {4-[(2-guanidino-thiazole-5-carbonyl)-amino]-phenoxy}-acetate), Cl (hydrochloric acid). The product is Cl.N(C(=N)N)C=1SC(=CN1)C(=O)NC1=CC=C(OCC(=O)O)C=C1 ([4-[(2-guanidino-thiazole-5-carbonyl)-amino]-phenoxy]-acetic acid hydrochloride). Reaction SMILES: [NH:1]([C:5]1[S:6][C:7]([C:10]([NH:12][C:13]2[CH:25]=[CH:24][C:16]([O:17][CH2:18][C:19]([O:21]CC)=[O:20])=[CH:15][CH:14]=2)=[O:11])=[CH:8][N:9]=1)[C:2]([NH2:4])=[NH:3].[ClH:26]>>[ClH:26].[NH:1]([C:5]1[S:6][C:7]([C:10]([NH:12][C:13]2[CH:25]=[CH:24][C:16]([O:17][CH2:18][C:19]([OH:21])=[O:20])=[CH:15][CH:14]=2)=[O:11])=[CH:8][N:9]=1)[C:2]([NH2:4])=[NH:3] |f:2.3|. Reported procedure: 239 mg of ethyl {4-[(2-guanidino-thiazole-5-carbonyl)-amino]-phenoxy}-acetate are stirred for 27 hrs. in 4.8 ml of 25% hydrochloric acid. The precipitate is filtered off under suction, washed with water and dried. There are obtained 222 mg of [4-[(2-guanidino-thiazole-5-carbonyl)-amino]-phenoxy]-acetic acid hydrochloride (1:1), m.p. 336° C., MS: 364 (M+H)+. Starting materials: Cc1ccccc1, Nc1cccnc1Cl, Cc1ccc(C(=O)Nc2cccnc2Cl)c(N)c1, COC(=O)c1ccc(C)cc1N, O=S(=O)(O)O, O=S1(=O)CCCC1. Yields the product Cc1ccc2c(c1)Nc1ncccc1NC2=O. RXN SMILES: [CH3:51][c:52]1[cH:53][cH:54][cH:55][cH:56][cH:57]1.[Cl:19][c:20]1[c:21]([NH2:22])[cH:23][cH:24][cH:25][n:26]1.[NH2:1][c:2]1[c:3]([C:4](=[O:5])[NH:6][c:7]2[c:8]([Cl:13])[n:9][cH:10][cH:11][cH:12]2)[cH:14][cH:15][c:16]([CH3:18])[cH:17]1.[NH2:27][c:28]1[cH:29][c:30]([CH3:31])[cH:32][cH:33][c:34]1[C:35]([O:36][CH3:37])=[O:38].[S:39](=[O:40])(=[O:41])([OH:42])[OH:43].[S:44]1(=[O:49])(=[O:50])[CH2:45][CH2:46][CH2:47][CH2:48]1>>[NH:1]1[c:2]2[c:3]([cH:14][cH:15][c:16]([CH3:18])[cH:17]2)[C:4](=[O:5])[NH:6][c:7]2[c:8]1[n:9][cH:10][cH:11][cH:12]2.